From a dataset of the Open Reaction Database (ORD), a public repository of structured organic reaction records. describe an organic reaction: reactants, conditions, products, and yield Run in O1CCCC1 (tetrahydrofuran), O (water). Product: C(C)(C)(C)OC(=O)N[C@H](C(=O)O)[C@H](C)C1=CC=CC=C1 ((2S,3R)-2-tert-butoxycarbonylamino-3-phenyl-butyric acid). RXN SMILES: [C:1]([O:5][C:6](=[O:31])[NH:7][C@H:8]([C:17](N1[C@@H](C2C=CC=CC=2)COC1=O)=[O:18])[C@@H:9]([C:11]1[CH:16]=[CH:15][CH:14]=[CH:13][CH:12]=1)[CH3:10])([CH3:4])([CH3:3])[CH3:2].OO.[OH-].[Li+].S([O-])(O)=[O:37].[Na+]>O1CCCC1.O>[C:1]([O:5][C:6]([NH:7][C@@H:8]([C@@H:9]([C:11]1[CH:12]=[CH:13][CH:14]=[CH:15][CH:16]=1)[CH3:10])[C:17]([OH:18])=[O:37])=[O:31])([CH3:2])([CH3:3])[CH3:4] |f:2.3,4.5|. Run at time 8 hour. Reported procedure: To a solution of [(1S,2R)-1-((S)-2-oxo-4-phenyl-oxazolidine-3-carbonyl)-2-phenyl-propyl]-carbamic acid tert-butyl ester (710 mg, 1.7 mmol) in tetrahydrofuran (18 mL) and water (4 ml) at 0° C. was added 30% aqueous hydrogen peroxide (1.5 mL, 15.1 mmol) followed by 1M aqueous lithium hydroxide (5.0 mL, 5.0 mmol). The mixture was stirred overnight at room temperature. The excess hydrogen peroxide was quenched with 2.0 M aqueous sodium hydrogen sulfite (15 mL, 30.1 mmol). Stirring was continued for ... The yield is 88.4%. Reactants: C(C)(C)(C)OC(N[C@@H]([C@H](C)C1=CC=CC=C1)C(=O)N1C(OC[C@@H]1C1=CC=CC=C1)=O)=O ([(1S,2R)-1-((S)-2-oxo-4-phenyl-oxazolidine-3-carbonyl)-2-phenyl-propyl]-carbamic acid tert-butyl ester), OO (hydrogen peroxide), OO (hydrogen peroxide), S(=O)(O)[O-].[Na+] (sodium hydrogen sulfite), [OH-].[Li+] (lithium hydroxide). Starting materials: C(C1=CC=CC=C1)OCN1C(=CC2=C1C=NNC2=O)Br (1-benzyloxymethyl-2-bromo-1,5-dihydropyrrolo[2,3-d]pyridazin-4-one), C(C)(C)N(C(C)C)CC (N,N-diisopropylethylamine), C[Si](CCOCCl)(C)C ((2-trimethylsilylethoxy)methyl chloride). Solvent: ClCCl (dichloromethane). Conditions: temperature 40 celsius, time 3 hour. Product: C(C1=CC=CC=C1)OCN1C(=CC2=C1C=NN(C2=O)COCC[Si](C)(C)C)Br (1-Benzyloxymethyl-2-bromo-5-(2-trimethylsilylethoxymethyl)-1,5-dihydropyrrolo[2,3-d]pyridazin-4-one). Isolated yield 71.3%. Reaction SMILES: [CH2:1]([O:8][CH2:9][N:10]1[C:14]2[CH:15]=[N:16][NH:17][C:18](=[O:19])[C:13]=2[CH:12]=[C:11]1[Br:20])[C:2]1[CH:7]=[CH:6][CH:5]=[CH:4][CH:3]=1.C(N(CC)C(C)C)(C)C.[CH3:30][Si:31]([CH3:38])([CH3:37])[CH2:32][CH2:33][O:34][CH2:35]Cl>ClCCl>[CH2:1]([O:8][CH2:9][N:10]1[C:14]2[CH:15]=[N:16][N:17]([CH2:35][O:34][CH2:33][CH2:32][Si:31]([CH3:38])([CH3:37])[CH3:30])[C:18](=[O:19])[C:13]=2[CH:12]=[C:11]1[Br:20])[C:2]1[CH:3]=[CH:4][CH:5]=[CH:6][CH:7]=1. Procedure details: To 300 ml of dichloromethane solution containing 33.4 g (0.100 mol) of 1-benzyloxymethyl-2-bromo-1,5-dihydropyrrolo[2,3-d]pyridazin-4-one obtained in Reference example 17-(d) was added 25.8 g (0.200 mol) of N,N-diisopropylethylamine, and 25.0 g (0.15 mol) of (2-trimethylsilylethoxy)methyl chloride was added dropwise to the mixture under ice-cooling. After completion of the dropwise addition, the mixture was stirred at 40° C. for 3 hours. After completion of the reaction, the reaction mixture was... Starting materials: CC(C)O, COc1ccnc(CCl)c1C, Cl, Cc1cc2[nH]c(S)nc2c(C)c1OC(F)F. Yields the product COc1ccnc(CSc2nc3c(C)c(OC(F)F)c(C)cc3[nH]2)c1C. RXN SMILES: [CH3:29][CH:30]([OH:31])[CH3:32].[Cl:18][CH2:19][c:20]1[n:21][cH:22][cH:23][c:24]([O:27][CH3:28])[c:25]1[CH3:26].[ClH:17].[F:1][CH:2]([O:3][c:4]1[c:5]([CH3:15])[c:6]2[c:7]([nH:8][c:9]([SH:11])[n:10]2)[cH:12][c:13]1[CH3:14])[F:16]>>[F:1][CH:2]([O:3][c:4]1[c:5]([CH3:15])[c:6]2[c:7]([nH:8][c:9]([S:11][CH2:19][c:20]3[n:21][cH:22][cH:23][c:24]([O:27][CH3:28])[c:25]3[CH3:26])[n:10]2)[cH:12][c:13]1[CH3:14])[F:16]. Starting materials: ClC1=C(C=C(C=C1)[N+](=O)[O-])O (2-chloro-5-nitrophenol), C([O-])([O-])=O.[Cs+].[Cs+] (cesium carbonate), BrCCCNC(OC(C)(C)C)=O (tert-butyl 3-bromopropylcarbamate). The reagents and catalysts are [I-].C(CCC)[N+](CCCC)(CCCC)CCCC (tetrabutylammonium iodide). Solvent: CN(C)C=O (DMF). Reaction conditions: time 18 hour. The product is ClC1=C(OCCCNC(OC(C)(C)C)=O)C=C(C=C1)[N+](=O)[O-] (tert-butyl 3-(2-chloro-5-nitrophenoxy)propylcarbamate). The yield is 57.2%. Reaction SMILES: [Cl:1][C:2]1[CH:7]=[CH:6][C:5]([N+:8]([O-:10])=[O:9])=[CH:4][C:3]=1[OH:11].C(=O)([O-])[O-].[Cs+].[Cs+].Br[CH2:19][CH2:20][CH2:21][NH:22][C:23](=[O:29])[O:24][C:25]([CH3:28])([CH3:27])[CH3:26]>CN(C=O)C.[I-].C([N+](CCCC)(CCCC)CCCC)CCC>[Cl:1][C:2]1[CH:7]=[CH:6][C:5]([N+:8]([O-:10])=[O:9])=[CH:4][C:3]=1[O:11][CH2:19][CH2:20][CH2:21][NH:22][C:23](=[O:29])[O:24][C:25]([CH3:28])([CH3:27])[CH3:26] |f:1.2.3,6.7|. Procedure: To a stirred solution of 2-chloro-5-nitrophenol (2 g, 11.62 mmol), cesium carbonate (5.66 g, 17.44 mmol) in DMF (20 mL) was added tert-butyl 3-bromopropylcarbamate (4.13 g, 17.44 mmol) followed by tetrabutylammonium iodide (0.214 g, 0.581 mmol) at room temperature. The reaction mixture was stirred at room temperature for 18 h while monitoring by TLC and LC-MS. The solvent was removed under reduced pressure and the residue was taken up in ethyl acetate (200 mL) and washed with brine (2×200 mL). T... The reactants are CN1CCCC1=O, N#Cc1cnc(Cl)nc1N, O, Nc1ccc(S(=O)(=O)F)cc1. The product is N#Cc1cnc(Nc2ccc(S(=O)(=O)F)cc2)nc1N. As a reaction SMILES: [CH3:22][N:23]1[CH2:24][CH2:25][CH2:26][C:27]1=[O:28].[NH2:1][c:2]1[n:3][c:4]([Cl:10])[n:5][cH:6][c:7]1[C:8]#[N:9].[OH2:29].[S:11](=[O:12])([c:13]1[cH:14][cH:15][c:16]([NH2:19])[cH:17][cH:18]1)(=[O:20])[F:21]>>[NH2:1][c:2]1[n:3][c:4]([NH:19][c:16]2[cH:15][cH:14][c:13]([S:11](=[O:12])(=[O:20])[F:21])[cH:18][cH:17]2)[n:5][cH:6][c:7]1[C:8]#[N:9]. The reactants are CO, CC(C)(C)OC(=O)N1CCC(Oc2cc(=O)n(-c3ccc(C#N)c(F)c3)cc2Cl)CC1, Cl. Product: N#Cc1ccc(-n2cc(Cl)c(OC3CCNCC3)cc2=O)cc1F. As a reaction SMILES: [CH3:33][OH:34].[Cl:1][c:2]1[c:3]([O:18][CH:19]2[CH2:20][CH2:21][N:22]([C:25]([O:26][C:27]([CH3:28])([CH3:29])[CH3:30])=[O:31])[CH2:23][CH2:24]2)[cH:4][c:5](=[O:17])[n:6](-[c:8]2[cH:9][c:10]([F:16])[c:11]([C:14]#[N:15])[cH:12][cH:13]2)[cH:7]1.[ClH:32]>>[Cl:1][c:2]1[c:3]([O:18][CH:19]2[CH2:20][CH2:21][NH:22][CH2:23][CH2:24]2)[cH:4][c:5](=[O:17])[n:6](-[c:8]2[cH:9][c:10]([F:16])[c:11]([C:14]#[N:15])[cH:12][cH:13]2)[cH:7]1. The reactants are ClCC(=CCCl)[SiH2]C(OC)OC (1,4-dichloro-2-(dimethoxymethyl)silyl-2-butene). Reagents/catalysts: [Zn] (Zn). Solvent: C1CCOC1 (THF). Yields the product COC(OC)[SiH2]C(=C)C=C (2-(dimethoxymethyl)silyl-1,3-butadiene). The yield is 70.4%. Reaction SMILES: Cl[CH2:2][C:3]([SiH2:7][CH:8]([O:11][CH3:12])[O:9][CH3:10])=[CH:4][CH2:5]Cl>[Zn].C1COCC1>[CH3:10][O:9][CH:8]([SiH2:7][C:3]([CH:4]=[CH2:5])=[CH2:2])[O:11][CH3:12]. Reported procedure: While 3.5 g (35×1.5 mmols) of Zn powder and 15 ml of THF were agitated, 8.0 g (35 mmols) of 1,4-dichloro-2-(dimethoxymethyl)silyl-2-butene was added. The mixture was heated under reflux for 2 hours, and then treated in the same manner as in Example 1 to obtain 3.9 g of 2-(dimethoxymethyl)silyl-1,3-butadiene. Starting materials: C(C(C)C)(=O)NNC(=O)C1=CC(=CC=2N1N=C(N2)N)Br (2-amino-7-bromo-[1,2,4]triazolo[1,5-a]pyridine-5-carboxylic acid N′-isobutyryl-hydrazide), C(C(C)C)(=O)NNC(=O)C1=CC(=CC=2N1N=C(N2)N)Br (2-amino-7-bromo-[1,2,4]triazolo[1,5-a]pyridine-5-carboxylic acid N′-isobutyryl-hydrazide). Solvent: O=P(Cl)(Cl)Cl (POCl3). Conditions: temperature 100 celsius. Product: BrC1=CC=2N(C(=C1)C=1OC(=NN1)C(C)C)N=C(N2)N (7-bromo-5-(5-isopropyl-[1,3,4]oxadiazol-2-yl)-[1,2,4]triazolo[1,5,a]pyridine-2-ylamine). Reaction SMILES: [C:1]([NH:6][NH:7][C:8]([C:10]1[N:15]2[N:16]=[C:17]([NH2:19])[N:18]=[C:14]2[CH:13]=[C:12]([Br:20])[CH:11]=1)=[O:9])(=O)[CH:2]([CH3:4])[CH3:3]>O=P(Cl)(Cl)Cl>[Br:20][C:12]1[CH:11]=[C:10]([C:8]2[O:9][C:1]([CH:2]([CH3:4])[CH3:3])=[N:6][N:7]=2)[N:15]2[N:16]=[C:17]([NH2:19])[N:18]=[C:14]2[CH:13]=1. Procedure: The product of Step 1, 2-amino-7-bromo-[1,2,4]triazolo[1,5-a]pyridine-5-carboxylic acid N′-isobutyryl-hydrazide (1.0 g, 2.9 mmol) was suspended in neat POCl3 (˜10 mL) and heated to 100° C. for one hour. The mixture was concentrated under reduced pressure and the residue was diluted with water. The pH of the aqueous mixture was made slightly basic by the addition of K2CO3, then extracted with a solution of 9:1 CH2Cl2/MeOH (50 mL). The organics were dried with MgSO4 and concentrated under reduced ... Reactants: aqueous solution, N1N=NC2=C1C=CC=C2 (benzotriazole), C(C=1C(O)=CC=CC1)(=O)[O-].[Ag+] (silver salicylate). Yields the product N1N=NC2=C1C=CC=C2C(=O)[O-].[Ag+] (silver benzotriazolate). RXN SMILES: [NH:1]1[C:5]2[CH:6]=[CH:7][CH:8]=[CH:9][C:4]=2[N:3]=[N:2]1.[C:10]([O-:19])(=[O:18])C1C(=CC=CC=1)O.[Ag+:20]>>[NH:1]1[C:5]2[CH:6]=[CH:7][CH:8]=[C:9]([C:10]([O-:19])=[O:18])[C:4]=2[N:3]=[N:2]1.[Ag+:20] |f:1.2,3.4|. Procedure details: 45 mL of a 20% aqueous solution of benzotriazole with a pH of about 6.5 were added with stirring to the aqueous dispersion of silver salicylate. A fine dispersion of silver benzotriazolate was obtained. The size of the silver benzotriazolate particles was ascertained by optical microscopy to be 1 to 2 μm.